This data is from the Open Reaction Database (ORD), a public repository of structured organic reaction records. The task is: describe an organic reaction: reactants, conditions, products, and yield Starting materials: CN1CCCC1=O, CS(C)=O, CO, Cc1cc2nc(NC(=O)C3CC3c3ccccc3)cc(Cl)n2n1, OCCC1CCNCC1. The product is Cc1cc2nc(NC(=O)C3CC3c3ccccc3)cc(N3CCC(CCO)CC3)n2n1. Reaction SMILES: [CH3:33][N:34]1[CH2:35][CH2:36][CH2:37][C:38]1=[O:39].[CH3:40][S:41]([CH3:42])=[O:43].[CH3:44][OH:45].[Cl:1][c:2]1[cH:3][c:4]([NH:12][C:13](=[O:14])[CH:15]2[CH:16]([c:18]3[cH:19][cH:20][cH:21][cH:22][cH:23]3)[CH2:17]2)[n:5][c:6]2[n:7]1[n:8][c:9]([CH3:11])[cH:10]2.[NH:24]1[CH2:25][CH2:26][CH:27]([CH2:30][CH2:31][OH:32])[CH2:28][CH2:29]1>>[c:2]1([N:24]2[CH2:25][CH2:26][CH:27]([CH2:30][CH2:31][OH:32])[CH2:28][CH2:29]2)[cH:3][c:4]([NH:12][C:13](=[O:14])[CH:15]2[CH:16]([c:18]3[cH:19][cH:20][cH:21][cH:22][cH:23]3)[CH2:17]2)[n:5][c:6]2[n:7]1[n:8][c:9]([CH3:11])[cH:10]2. Starting materials: C(=O)C=1C=CC(=C(C1)B(O)O)OC (5-formyl-2-methoxybenzeneboronic acid), CC=1OC2=C(N1)C=C(C=C2)Br (2-methyl-5-bromobenzoxazole), C(=O)([O-])[O-].[K+].[K+] (K2CO3), Pd(Ph3)4. Solvent: C(C)O (ethanol), C1(=CC=CC=C1)C (toluene). Yields the product COC1=C(C=C(C=C1)C=O)C=1C=CC2=C(N=C(O2)C)C1 (4-methoxy-3-(2-methylbenzoxazol-5-yl)benzenecarboxaldehyde). Isolated yield 89.6%. As a reaction SMILES: [CH:1]([C:3]1[CH:4]=[CH:5][C:6]([O:12][CH3:13])=[C:7](B(O)O)[CH:8]=1)=[O:2].[CH3:14][C:15]1[O:16][C:17]2[CH:23]=[CH:22][C:21](Br)=[CH:20][C:18]=2[N:19]=1.C([O-])([O-])=O.[K+].[K+]>C(O)C.C1(C)C=CC=CC=1>[CH3:13][O:12][C:6]1[CH:5]=[CH:4][C:3]([CH:1]=[O:2])=[CH:8][C:7]=1[C:21]1[CH:22]=[CH:23][C:17]2[O:16][C:15]([CH3:14])=[N:19][C:18]=2[CH:20]=1 |f:2.3.4|. Procedure: A solution of 5-formyl-2-methoxybenzeneboronic acid (1 g, 5.6 mmol), 2-methyl-5-bromobenzoxazole (1 g, 4.72 mmol) and K2CO3 (1.63 g, 11.8 mmol) in ethanol (20 mL) and toluene (40 mL) was degassed prior to addition of Pd(Ph3)4 (55 mg, 0.047 mmol). The mixture was refluxed for 20 hours then cooled and filtered through diatomaceous earth. The filtrate was concentrated in vacuo, extracted with ethyl acetate, washed with water and the organic layer dried over sodium sulphate. The crude was purified b... Starting materials: step-ii, C(CC1=CC=CC=C1)N1N=CC(=C1)B1OC(C(O1)(C)C)(C)C (1-phenethyl-4-(4,4,5,5-tetramethyl-1,3,2-dioxaborolan-2-yl)-1H-pyrazole), C(CC1=CC=CC=C1)N1N=CC(=C1)B1OC(C(O1)(C)C)(C)C (1-phenethyl-4-(4,4,5,5-tetramethyl-1,3,2-dioxaborolan-2-yl)-1H-pyrazole), IC1=CN(C2=NC=C(C=C21)C=2C=CC(=C(C2)NS(=O)(=O)C)OC)S(=O)(=O)C2=CC=C(C)C=C2 (N-(5-(3-iodo-1-tosyl-1H-pyrrolo[2,3-b]pyridin-5-yl)-2-methoxyphenyl)methanesulfonamide), IC1=CN(C2=NC=C(C=C21)C=2C=CC(=C(C2)NS(=O)(=O)C)OC)S(=O)(=O)C2=CC=C(C)C=C2 (N-(5-(3-iodo-1-tosyl-1H-pyrrolo[2,3-b]pyridin-5-yl)-2-methoxyphenyl)methanesulfonamide), C([O-])([O-])=O.[Na+].[Na+] (sodium carbonate). Reagents/catalysts: Cl[Pd]([P](C1=CC=CC=C1)(C2=CC=CC=C2)C3=CC=CC=C3)([P](C4=CC=CC=C4)(C5=CC=CC=C5)C6=CC=CC=C6)Cl (Pd(PPh3)2Cl2). The solvent is C1(=CC=CC=C1)C.C(C)O.O (toluene ethanol water). The product is COC1=C(C=C(C=C1)C=1C=C2C(=NC1)N(C=C2C=2C=NN(C2)CCC2=CC=CC=C2)S(=O)(=O)C2=CC=C(C)C=C2)NS(=O)(=O)C (N-(2-methoxy-5-(3-(1-phenethyl-1H-pyrazol-4-yl)-1-tosyl-1H-pyrrolo[2,3-b]pyridin-5-yl)phenyl)methanesulfonamide). The yield is 103.5%. As a reaction SMILES: I[C:2]1[C:10]2[C:5](=[N:6][CH:7]=[C:8]([C:11]3[CH:12]=[CH:13][C:14]([O:22][CH3:23])=[C:15]([NH:17][S:18]([CH3:21])(=[O:20])=[O:19])[CH:16]=3)[CH:9]=2)[N:4]([S:24]([C:27]2[CH:33]=[CH:32][C:30]([CH3:31])=[CH:29][CH:28]=2)(=[O:26])=[O:25])[CH:3]=1.[CH2:34]([N:42]1[CH:46]=[C:45](B2OC(C)(C)C(C)(C)O2)[CH:44]=[N:43]1)[CH2:35][C:36]1[CH:41]=[CH:40][CH:39]=[CH:38][CH:37]=1.C(=O)([O-])[O-].[Na+].[Na+]>C1(C)C=CC=CC=1.C(O)C.O.Cl[Pd](Cl)([P](C1C=CC=CC=1)(C1C=CC=CC=1)C1C=CC=CC=1)[P](C1C=CC=CC=1)(C1C=CC=CC=1)C1C=CC=CC=1>[CH3:23][O:22][C:14]1[CH:13]=[CH:12][C:11]([C:8]2[CH:9]=[C:10]3[C:2]([C:45]4[CH:44]=[N:43][N:42]([CH2:34][CH2:35][C:36]5[CH:41]=[CH:40][CH:39]=[CH:38][CH:37]=5)[CH:46]=4)=[CH:3][N:4]([S:24]([C:27]4[CH:28]=[CH:29][C:30]([CH3:31])=[CH:32][CH:33]=4)(=[O:26])=[O:25])[C:5]3=[N:6][CH:7]=2)=[CH:16][C:15]=1[NH:17][S:18]([CH3:21])(=[O:20])=[O:19] |f:2.3.4,5.6.7,^1:75,94|. Procedure details: Using similar reaction conditions as described in step-ii of example-1, N-(5-(3-iodo-1-tosyl-1H-pyrrolo[2,3-b]pyridin-5-yl)-2-methoxyphenyl)methanesulfonamide (Intermediate 23) (90 mg, 0.1506 mmol) was coupled with 1-phenethyl-4-(4,4,5,5-tetramethyl-1,3,2-dioxaborolan-2-yl)-1H-pyrazole (intermediate 59) (67 mg, 0.225 mmol) using Pd(PPh3)2Cl2 (6 mg, 0.05 mmol) and sodium carbonate (40 mg, 0.376 mmol) in toluene/ethanol/water (3/2/1 ml) to afford 100 mg of the crude compound. MS: m/z=642.7 (M+1). The reactants are CCOC(=O)Cl, C1CCOC1, CCOC(=O)Cc1ccc(OCc2ccccc2)cc1, CC(C)[N-]C(C)C, CCCCCCC, [Cl-], [Li+], [NH4+]. Yields the product CCOC(=O)C(C(=O)OCC)c1ccc(OCc2ccccc2)cc1. As a reaction SMILES: [C:29]([O:30][CH2:31][CH3:32])(=[O:33])[Cl:34].[CH2:37]1[O:38][CH2:39][CH2:40][CH2:41]1.[CH2:9]([c:10]1[cH:11][cH:12][cH:13][cH:14][cH:15]1)[O:16][c:17]1[cH:18][cH:19][c:20]([CH2:23][C:24](=[O:25])[O:26][CH2:27][CH3:28])[cH:21][cH:22]1.[CH3:2][CH:3]([N-:4][CH:5]([CH3:6])[CH3:7])[CH3:8].[CH3:42][CH2:43][CH2:44][CH2:45][CH2:46][CH2:47][CH3:48].[Cl-:35].[Li+:1].[NH4+:36]>>[CH2:9]([c:10]1[cH:11][cH:12][cH:13][cH:14][cH:15]1)[O:16][c:17]1[cH:18][cH:19][c:20]([CH:23]([C:24](=[O:25])[O:26][CH2:27][CH3:28])[C:29]([O:30][CH2:31][CH3:32])=[O:33])[cH:21][cH:22]1. Reactants: C1(=CC=CC=C1)C1=NN2C(C=C(C=C2N)C2=CC=NC=C2)=N1 (2-phenyl-7-pyridin-4-yl-[1,2,4]triazolo[1,5-a]pyridin-5-ylamine), C1(=CC=CC=C1)CCC(=O)Cl (phenylpropionyl chloride). The product is C1(=CC=CC=C1)CCC(=O)NC1=CC(=CC=2N1N=C(N2)C2=CC=CC=C2)C2=CC=NC=C2 (3-Phenyl-N-(2-phenyl-7-pyridin-4-yl-[1,2,4]triazolo[1,5-a]pyridin-5-yl)-propionamide). Reaction SMILES: [C:1]1([C:7]2[N:22]=[C:10]3[CH:11]=[C:12]([C:16]4[CH:21]=[CH:20][N:19]=[CH:18][CH:17]=4)[CH:13]=[C:14]([NH2:15])[N:9]3[N:8]=2)[CH:6]=[CH:5][CH:4]=[CH:3][CH:2]=1.[C:23]1([CH2:29][CH2:30][C:31](Cl)=[O:32])[CH:28]=[CH:27][CH:26]=[CH:25][CH:24]=1>>[C:23]1([CH2:29][CH2:30][C:31]([NH:15][C:14]2[N:9]3[N:8]=[C:7]([C:1]4[CH:2]=[CH:3][CH:4]=[CH:5][CH:6]=4)[N:22]=[C:10]3[CH:11]=[C:12]([C:16]3[CH:21]=[CH:20][N:19]=[CH:18][CH:17]=3)[CH:13]=2)=[O:32])[CH:28]=[CH:27][CH:26]=[CH:25][CH:24]=1. Procedure: The title compound, MS m/e (%): 420 (M+H+, 100), was prepared in accordance with the general method of example 31 from 2-phenyl-7-pyridin-4-yl-[1,2,4]triazolo[1,5-a]pyridin-5-ylamine and phenylpropionyl chloride. Starting materials: C([O-])([O-])=O.[K+].[K+] (potassium carbonate), C(C1=CC=CC=C1)Cl (benzyl chloride), SCCCCOC=1C=C2CCC(NC2=CC1)=O (6-(4-mercapto-butoxy)-3,4-dihydro-carbostyril). Run in O (water), CS(=O)C (dimethysulfoxide). Run at time 15 hour. The product is C(C1=CC=CC=C1)SCCCCOC=1C=C2CCC(NC2=CC1)=O (6-(4-Benzylmercapto-butoxy)-3,4-dihydro-carbostyril). RXN SMILES: [SH:1][CH2:2][CH2:3][CH2:4][CH2:5][O:6][C:7]1[CH:8]=[C:9]2[C:14](=[CH:15][CH:16]=1)[NH:13][C:12](=[O:17])[CH2:11][CH2:10]2.C(=O)([O-])[O-].[K+].[K+].[CH2:24](Cl)[C:25]1[CH:30]=[CH:29][CH:28]=[CH:27][CH:26]=1>CS(C)=O.O>[CH2:24]([S:1][CH2:2][CH2:3][CH2:4][CH2:5][O:6][C:7]1[CH:8]=[C:9]2[C:14](=[CH:15][CH:16]=1)[NH:13][C:12](=[O:17])[CH2:11][CH2:10]2)[C:25]1[CH:30]=[CH:29][CH:28]=[CH:27][CH:26]=1 |f:1.2.3|. Reported procedure: A solution of 2.5 gm of 6-(4-mercapto-butoxy)-3,4-dihydro-carbostyril in 25 ml of dimethysulfoxide was mixed whilst stirring with 1.4 gm of potassium carbonate and subsequently with 1.3 ml of benzyl chloride. After stirring for 15 hours at room temperature, the reaction mixture was diluted with 200 ml of water, and the precipitated oily substance was separated and recrystallized from ethyl acetate. Procedure: Into a stainless steel-made autoclave of 135 ml capacity were introduced 25 ml of water, 6.2 g of calcium hydroxide, 5.1 g of benzyl chloride and 25 ml of the organic solution of methyl isobutyl ketone containing the cobalt carbonyl catalyst and recovered in Example 3 to form a reaction mixture. The reaction and subsequent processing of the reaction mixture were performed in substantially the same manner as in Example 1. The yields of phenyl pyruvic acid and phenyl acetic acid were 73.0% and 15.... Starting materials: O (water), [OH-].[Ca+2].[OH-] (calcium hydroxide), C(C1=CC=CC=C1)Cl (benzyl chloride), organic solution, C(C(C)C)C(=O)C (methyl isobutyl ketone), stainless steel. Reagents/catalysts: [CH-]=O.[CH-]=O.[C-]#[O+].[C-]#[O+].[C-]#[O+].[C-]#[O+].[C-]#[O+].[C-]#[O+].[Co].[Co+2] (cobalt carbonyl). The product is C1(=CC=CC=C1)CC(C(=O)O)=O (phenyl pyruvic acid), C1(=CC=CC=C1)CC(=O)O (phenyl acetic acid). Reaction SMILES: [OH2:1].[OH-:2].[Ca+2].[OH-].[CH2:5](Cl)[C:6]1[CH:11]=[CH:10][CH:9]=[CH:8][CH:7]=1.[CH2:13]([C:17]([CH3:19])=[O:18])[CH:14]([CH3:16])[CH3:15]>[CH-]=O.[CH-]=O.[C-]#[O+].[C-]#[O+].[C-]#[O+].[C-]#[O+].[C-]#[O+].[C-]#[O+].[Co].[Co+2]>[C:6]1([CH2:5][C:19](=[O:2])[C:17]([OH:18])=[O:1])[CH:11]=[CH:10][CH:9]=[CH:8][CH:7]=1.[C:14]1([CH2:13][C:17]([OH:18])=[O:1])[CH:15]=[CH:11][CH:6]=[CH:5][CH:16]=1 |f:1.2.3,6.7.8.9.10.11.12.13.14.15|.